Dataset: the Open Reaction Database (ORD), a public repository of structured organic reaction records. Task: describe an organic reaction: reactants, conditions, products, and yield Reactants: CN([SiH](C)C)[Si](C)(C)C, CCOC(=O)Cn1ncc(C)cc1=O, CI, [Li], C1CCOC1. Yields the product CCOC(=O)C(C)n1ncc(C)cc1=O. As a reaction SMILES: [CH3:15][SiH:16]([CH3:17])[N:18]([CH3:19])[Si:20]([CH3:21])([CH3:22])[CH3:23].[CH3:1][c:2]1[cH:3][n:4][n:5]([CH2:9][C:10](=[O:11])[O:12][CH2:13][CH3:14])[c:6](=[O:8])[cH:7]1.[CH3:25][I:26].[Li:24].[O:27]1[CH2:28][CH2:29][CH2:30][CH2:31]1>>[CH3:1][c:2]1[cH:3][n:4][n:5]([CH:9]([C:10](=[O:11])[O:12][CH2:13][CH3:14])[CH3:15])[c:6](=[O:8])[cH:7]1. The reactants are [F-].C(CCC)[N+](CCCC)(CCCC)CCCC (Tetrabutyl ammonium fluoride), O1CCCC1 (tetrahydrofuran), [Si](C)(C)(C(C)(C)C)OCC=1C[C@H]2CC([C@H]2C1)=CC(=O)OC(C)(C)C (tert-butyl(±)-[(1R,5R)-3-({[tert-butyl(dimethyl)silyl]oxy}methyl)bicyclo[3.2.0]hept-3-en-6-ylidene]acetate). Solvent: O (water). Reaction conditions: time 2 hour. The product is OCC=1C[C@H]2CC([C@H]2C1)=CC(=O)OC(C)(C)C (Tert-butyl(±)-[(1R,5R)-3-(hydroxymethyl)bicyclo[3.2.0]hept-3-en-6-ylidene]acetate). As a reaction SMILES: [F-].C([N+](CCCC)(CCCC)CCCC)CCC.O1CCCC1.[Si]([O:31][CH2:32][C:33]1[CH2:34][C@@H:35]2[C@H:38]([CH:39]=1)[C:37](=[CH:40][C:41]([O:43][C:44]([CH3:47])([CH3:46])[CH3:45])=[O:42])[CH2:36]2)(C(C)(C)C)(C)C>O>[OH:31][CH2:32][C:33]1[CH2:34][C@@H:35]2[C@H:38]([CH:39]=1)[C:37](=[CH:40][C:41]([O:43][C:44]([CH3:47])([CH3:46])[CH3:45])=[O:42])[CH2:36]2 |f:0.1|. Procedure: Tetrabutyl ammonium fluoride (1.0 M tetrahydrofuran solution, 8.69 mL, 8.69 mmol) was added to a tetrahydrofuran solution (15 mL) of tert-butyl(±)-[(1R,5R)-3-({[tert-butyl(dimethyl)silyl]oxy}methyl)bicyclo[3.2.0]hept-3-en-6-ylidene]acetate (2.03 g, 5.79 mmol), and the mixture was stirred at room temperature for 2 hours. To the reaction solution, water was added, followed by extraction with ethyl acetate. Then, the organic layer was washed with water and saturated saline and dried over anhydrous ... Yields the product ClC1=CC(=C(C=C1)C=1C=C(C=NC1OCC(F)(F)F)NC(=O)C=1C=NC=NC1)F (N-(5-(4-chloro-2-fluorophenyl)-6-(2,2,2-trifluoroethoxy)pyridin-3-yl)pyrimidine-5-carboxamide). Reaction SMILES: Br[C:2]1[CH:3]=[C:4]([NH:14][C:15]([C:17]2[CH:18]=[N:19][CH:20]=[N:21][CH:22]=2)=[O:16])[CH:5]=[N:6][C:7]=1[O:8][CH2:9][C:10]([F:13])([F:12])[F:11].[Cl:23][C:24]1[CH:29]=[CH:28][C:27](B(O)O)=[C:26]([F:33])[CH:25]=1>>[Cl:23][C:24]1[CH:29]=[CH:28][C:27]([C:2]2[CH:3]=[C:4]([NH:14][C:15]([C:17]3[CH:18]=[N:19][CH:20]=[N:21][CH:22]=3)=[O:16])[CH:5]=[N:6][C:7]=2[O:8][CH2:9][C:10]([F:13])([F:12])[F:11])=[C:26]([F:33])[CH:25]=1. Procedure details: The title compound was synthesized in analogy to Example 39, using pyrimidine-5-carboxylic acid[5-bromo-6-(2,2,2-trifluoro-ethoxy)-pyridin-3-yl]-amide (example 52 a) and B-(4-chloro-2-fluorophenyl)-boronic acid (CAN 160591-91-3) as starting materials; LC-MS (UV peak area/ESI) 92.2%, 425.0446 (M−H)−. The reactants are BrC=1C=C(C=NC1OCC(F)(F)F)NC(=O)C=1C=NC=NC1 (pyrimidine-5-carboxylic acid[5-bromo-6-(2,2,2-trifluoro-ethoxy)-pyridin-3-yl]-amide), ClC1=CC(=C(C=C1)B(O)O)F (B-(4-chloro-2-fluorophenyl)-boronic acid). Starting materials: C(C)N(C1=C(C=C(C(=C1)OC)OC)[C@H]1CC=2C=CC(=CC2CC1)OC(C(C)(C)C)=O)C(C1=CC(=C(C=C1)O)F)=O (pivalic acid (R)-6-{2-[ethyl(3-fluoro-4-hydroxybenzoyl)amino]-4,5-dimethoxyphenyl}-5,6,7,8-tetrahydronaphthalen-2-yl ester), ClCC(=O)N(C)C(C)C (2-chloro-N-isopropyl-N-methylacetamide). Yields the product C(C)N(C1=C(C=C(C(=C1)OC)OC)[C@H]1CC=2C=CC(=CC2CC1)O)CC1=CC(=C(C=C1)OCCN(C)C(C)C)F ((R)-6-{2-{Ethyl{3-fluoro-4-[2-(isopropylmethylamino)ethoxy]benzyl}amino}-4,5-dimethoxyphenyl)-5,6,7,8-tetrahydronaphthalen-2-ol). Isolated yield 49.2%. Reaction SMILES: [CH2:1]([N:3]([C:31](=O)[C:32]1[CH:37]=[CH:36][C:35]([OH:38])=[C:34]([F:39])[CH:33]=1)[C:4]1[CH:9]=[C:8]([O:10][CH3:11])[C:7]([O:12][CH3:13])=[CH:6][C:5]=1[C@@H:14]1[CH2:23][CH2:22][C:21]2[CH:20]=[C:19]([O:24]C(=O)C(C)(C)C)[CH:18]=[CH:17][C:16]=2[CH2:15]1)[CH3:2].Cl[CH2:42][C:43]([N:45]([CH:47]([CH3:49])[CH3:48])[CH3:46])=O>>[CH2:1]([N:3]([CH2:31][C:32]1[CH:37]=[CH:36][C:35]([O:38][CH2:42][CH2:43][N:45]([CH:47]([CH3:49])[CH3:48])[CH3:46])=[C:34]([F:39])[CH:33]=1)[C:4]1[CH:9]=[C:8]([O:10][CH3:11])[C:7]([O:12][CH3:13])=[CH:6][C:5]=1[C@@H:14]1[CH2:23][CH2:22][C:17]2[CH:18]=[C:19]([OH:24])[CH:20]=[CH:21][C:16]=2[CH2:15]1)[CH3:2]. Procedure details: Synthesized from pivalic acid (R)-6-{2-[ethyl(3-fluoro-4-hydroxybenzoyl)amino]-4,5-dimethoxyphenyl}-5,6,7,8-tetrahydronaphthalen-2-yl ester (15 mg) and 2-chloro-N-isopropyl-N-methylacetamide (8.1 mg) according to an analogous synthetic method to Example 404 and purified by LC-MS, the title compound (7.4 mg) was obtained. Starting materials: COCCCCCCOc1ccc(N2CCN(C(C)=O)CC2)cc1, [Na+], [OH-]. Product: COCCCCCCOc1ccc(N2CCNCC2)cc1. RXN SMILES: [C:1](=[O:2])([CH3:3])[N:4]1[CH2:5][CH2:6][N:7]([c:10]2[cH:11][cH:12][c:13]([O:16][CH2:17][CH2:18][CH2:19][CH2:20][CH2:21][CH2:22][O:23][CH3:24])[cH:14][cH:15]2)[CH2:8][CH2:9]1.[Na+:26].[OH-:25]>>[NH:4]1[CH2:5][CH2:6][N:7]([c:10]2[cH:11][cH:12][c:13]([O:16][CH2:17][CH2:18][CH2:19][CH2:20][CH2:21][CH2:22][O:23][CH3:24])[cH:14][cH:15]2)[CH2:8][CH2:9]1. The reactants are C(C)(C)(C)OC([C@H](CNC(=O)N1CCC(CC1)C1=NC=2NCCCC2C=C1)NS(=O)(=O)C1=CC=CC=C1)=O (4-(5,6,7,8-Tetrahydro-[1,8]naphthyridin-2-yl)piperidin-1-yl-carbonyl-2-(S)-phenylsulfonylamino-β-alanine t-butyl ester), C(=O)(C(F)(F)F)O (TFA). Solvent: C(Cl)Cl (CH2Cl2). Product: CCOC(=O)C.CCO.[NH4+].[OH-].O (EtOAc EtOH NH4OH H2O), N1=C(C=CC=2CCCNC12)C1CCN(CC1)C(=O)NC[C@@H](C(=O)O)NS(=O)(=O)C1=CC=CC=C1 (4-(5,6,7,8-Tetrahydro-[1,8]naphthyridin-2-yl)piperidin-1-yl-carbonyl-2-(S)-phenylsulfonylamino-β-alanine). Reaction SMILES: [C:1]([O:5][C:6](=[O:38])[C@@H:7]([NH:28][S:29]([C:32]1[CH:37]=[CH:36][CH:35]=[CH:34][CH:33]=1)(=[O:31])=[O:30])[CH2:8][NH:9][C:10]([N:12]1[CH2:17][CH2:16][CH:15]([C:18]2[CH:27]=[CH:26][C:25]3[CH2:24][CH2:23][CH2:22][NH:21][C:20]=3[N:19]=2)[CH2:14][CH2:13]1)=[O:11])(C)(C)[CH3:2].[C:39](O)([C:41](F)(F)F)=[O:40]>C(Cl)Cl>[CH3:2][CH2:1][O:5][C:6]([CH3:7])=[O:38].[CH3:41][CH2:39][OH:40].[NH4+:9].[OH-:5].[OH2:5].[N:19]1[C:20]2[NH:21][CH2:22][CH2:23][CH2:24][C:25]=2[CH:26]=[CH:27][C:18]=1[CH:15]1[CH2:14][CH2:13][N:12]([C:10]([NH:9][CH2:8][C@H:7]([NH:28][S:29]([C:32]2[CH:37]=[CH:36][CH:35]=[CH:34][CH:33]=2)(=[O:30])=[O:31])[C:6]([OH:38])=[O:5])=[O:11])[CH2:17][CH2:16]1 |f:3.4.5.6.7|. Procedure: A solution of ester 3-7 (60 mg, 0.1106 mmol), TFA (2 ml) and CH2Cl2 (2 ml) was stirred for 2.0 h. The reaction solution was concentrated and then azeotroped with toluene. Flash chromatography (silica, 25:10:1:1 AE 15:10:1:1 EtOAc/EtOH/NH4OH/H2O) gave acid 3-8 as a white solid. Procedure: A solution of 4-aminobenzoic acid (1.37 g, 14 mmol) in AcOH (16 mL) may be added with potassium thiocyanate (3.9 g, 40 mmol) and may be stirred for 15 minutes. A solution of bromine (0.5 mL, 10 mmol) in AcOH (6 mL) may then be added slowly into the reaction mixture in water bath, where the temperature may be maintained at about 25° C. The resulting mixture may be stirred overnight. The mixture may then be filtered, and the pale yellow precipitate may then be further recrystallized with the minim... Solvent: CC(=O)O (AcOH), CC(=O)O (AcOH), O (water). Reaction conditions: temperature 25 celsius, time 15 minute. The reactants are NC1=CC=C(C(=O)O)C=C1 (4-aminobenzoic acid), [S-]C#N.[K+] (potassium thiocyanate), BrBr (bromine). RXN SMILES: [NH2:1][C:2]1[CH:10]=[CH:9][C:5]([C:6]([OH:8])=[O:7])=[CH:4][CH:3]=1.[S-:11][C:12]#[N:13].[K+].BrBr>CC(O)=O.O>[NH2:13][C:12]1[S:11][C:3]2[CH:4]=[C:5]([C:6]([OH:8])=[O:7])[CH:9]=[CH:10][C:2]=2[N:1]=1 |f:1.2|. Product: NC=1SC2=C(N1)C=CC(=C2)C(=O)O (2-Amino-6-carboxybenzothiazole).